Dataset: the Open Reaction Database (ORD), a public repository of structured organic reaction records. Task: describe an organic reaction: reactants, conditions, products, and yield Starting materials: C(=O)(O)C1=COC2=C(C1=O)C=C(C(=C2)NS(=O)(=O)C)OC2=CC=CC=C2 (3-carboxy-7-methylsulfonylamino-6-phenoxy-4H-1-benzopyran-4-one), Cl (hydrochloric acid), P(=O)(Cl)(Cl)Cl (phosphorus oxychloride), N (ammonia). The solvent is CN(C=O)C (N,N-dimethylformamide). Reaction conditions: time 3 hour. The product is C(N)(=O)C1=COC2=C(C1=O)C=C(C(=C2)NS(=O)(=O)C)OC2=CC=CC=C2 (3-carbamoyl-7-methylsulfonylamino-6-phenoxy-4H-1-benzopyran-4-one). Yield: 75.1%. Reaction SMILES: [C:1]([C:4]1[C:9](=[O:10])[C:8]2[CH:11]=[C:12]([O:20][C:21]3[CH:26]=[CH:25][CH:24]=[CH:23][CH:22]=3)[C:13]([NH:15][S:16]([CH3:19])(=[O:18])=[O:17])=[CH:14][C:7]=2[O:6][CH:5]=1)(O)=[O:2].P(Cl)(Cl)(Cl)=O.[NH3:32].Cl>CN(C)C=O>[C:1]([C:4]1[C:9](=[O:10])[C:8]2[CH:11]=[C:12]([O:20][C:21]3[CH:26]=[CH:25][CH:24]=[CH:23][CH:22]=3)[C:13]([NH:15][S:16]([CH3:19])(=[O:18])=[O:17])=[CH:14][C:7]=2[O:6][CH:5]=1)(=[O:2])[NH2:32]. Procedure: 3.75 g of 3-carboxy-7-methylsulfonylamino-6-phenoxy-4H-1-benzopyran-4-one was suspended in 75 ml of N,N-dimethylformamide. Thereto was dropwise added 4.6 g of phosphorus oxychloride at -10° to -5° C. The mixture was stirred for 3 hours at the same temperature. The reaction mixture was dropwise added to 40 ml of a concentrated aqueous ammonia solution at 10°-20° C. The mixture was stirred for 30 minutes at the same temperature and then adjusted to pH 4 with 4N hydrochloric acid. The resulting cry...